This data is from the Open Reaction Database (ORD), a public repository of structured organic reaction records. The task is: describe an organic reaction: reactants, conditions, products, and yield Starting materials: C#CCBr, CC#N, CC(C)=C1OC(=O)N(c2cc(O)c(Cl)cc2F)C1=O, [Na+], [Na+], O=C([O-])[O-]. The product is C#CCOc1cc(N2C(=O)OC(=C(C)C)C2=O)c(F)cc1Cl. As a reaction SMILES: [CH2:26]([C:27]#[CH:28])[Br:29].[CH3:30][C:31]#[N:32].[F:1][c:2]1[c:3]([N:10]2[C:11](=[O:19])[O:12][C:13](=[C:16]([CH3:17])[CH3:18])[C:14]2=[O:15])[cH:4][c:5]([OH:9])[c:6]([Cl:8])[cH:7]1.[Na+:20].[Na+:21].[O-:22][C:23](=[O:24])[O-:25]>>[F:1][c:2]1[c:3]([N:10]2[C:11](=[O:19])[O:12][C:13](=[C:16]([CH3:17])[CH3:18])[C:14]2=[O:15])[cH:4][c:5]([O:9][CH2:28][C:27]#[CH:26])[c:6]([Cl:8])[cH:7]1. Starting materials: CCOC(=O)C1(Br)CCC1, O=C([O-])[O-], CN(C)C=O, [Cs+], [Cs+], Oc1cccc(Cl)c1. Product: CCOC(=O)C1(Oc2cccc(Cl)c2)CCC1. Reaction SMILES: [Br:15][C:16]1([C:20](=[O:21])[O:22][CH2:23][CH3:24])[CH2:17][CH2:18][CH2:19]1.[C:9](=[O:10])([O-:11])[O-:12].[CH3:25][N:26]([CH3:27])[CH:28]=[O:29].[Cs+:13].[Cs+:14].[OH:1][c:2]1[cH:3][cH:4][cH:5][c:6]([Cl:7])[cH:8]1>>[O:1]([c:2]1[cH:3][cH:4][cH:5][c:6]([Cl:7])[cH:8]1)[C:16]1([C:20](=[O:21])[O:22][CH2:23][CH3:24])[CH2:17][CH2:18][CH2:19]1. Starting materials: CC(C)(C)OC(=O)NCCBr, CNCC(=O)OCc1ccccc1, ClCCl, CCN(C(C)C)C(C)C, Cc1ccc(S(=O)(=O)O)cc1. The product is CN(CCNC(=O)OC(C)(C)C)CC(=O)OCc1ccccc1. As a reaction SMILES: [C:25]([CH3:26])([CH3:27])([CH3:28])[O:29][C:30](=[O:31])[NH:32][CH2:33][CH2:34][Br:35].[CH2:12]([c:13]1[cH:14][cH:15][cH:16][cH:17][cH:18]1)[O:19][C:20]([CH2:21][NH:22][CH3:23])=[O:24].[CH2:45]([Cl:46])[Cl:47].[CH:36]([N:37]([CH:38]([CH3:39])[CH3:40])[CH2:41][CH3:42])([CH3:43])[CH3:44].[c:1]1([CH3:2])[cH:3][cH:4][c:5]([S:6]([OH:7])(=[O:8])=[O:9])[cH:10][cH:11]1>>[CH2:12]([c:13]1[cH:14][cH:15][cH:16][cH:17][cH:18]1)[O:19][C:20]([CH2:21][N:22]([CH3:23])[CH2:34][CH2:33][NH:32][C:30]([O:29][C:25]([CH3:26])([CH3:27])[CH3:28])=[O:31])=[O:24]. The reactants are FC(C1=CC=C(C(=O)O)C=C1)(F)F (4-(Trifluoromethyl)benzoic acid), ON\C(\CN1C(C(CC1)(C1=CC=CC=C1)C1=CC=CC=C1)=O)=N/[H] ((Z)—N-hydroxy-2-(2-oxo-3,3-diphenylpyrrolidin-1-yl)acetimidamide), Cl.C(C)N=C=NCCCN(C)C (N1-((ethylimino)methylene)-N3,N3-dimethylpropane-1,3-diamine hydrochloride). Solvent: ClC(C)Cl (dichloroethane), C(C)(=O)OCC (ethyl acetate). Conditions: temperature 85 celsius, time 16 hour. The product is C1(=CC=CC=C1)C1(C(N(CC1)CC1=NOC(=N1)C1=CC=C(C=C1)C(F)(F)F)=O)C1=CC=CC=C1 (3,3-diphenyl-1-({5-[4-(trifluoromethyl)phenyl]-1,2,4-oxadiazol-3-yl}methyl)pyrrolidin-2-one). As a reaction SMILES: [F:1][C:2]([F:13])([F:12])[C:3]1[CH:11]=[CH:10][C:6]([C:7]([OH:9])=O)=[CH:5][CH:4]=1.O[NH:15]/[C:16](=[N:36]\[H])/[CH2:17][N:18]1[CH2:22][CH2:21][C:20]([C:29]2[CH:34]=[CH:33][CH:32]=[CH:31][CH:30]=2)([C:23]2[CH:28]=[CH:27][CH:26]=[CH:25][CH:24]=2)[C:19]1=[O:35].Cl.C(N=C=NCCCN(C)C)C>ClC(Cl)C.C(OCC)(=O)C>[C:29]1([C:20]2([C:23]3[CH:24]=[CH:25][CH:26]=[CH:27][CH:28]=3)[CH2:21][CH2:22][N:18]([CH2:17][C:16]3[N:15]=[C:7]([C:6]4[CH:5]=[CH:4][C:3]([C:2]([F:1])([F:13])[F:12])=[CH:11][CH:10]=4)[O:9][N:36]=3)[C:19]2=[O:35])[CH:30]=[CH:31][CH:32]=[CH:33][CH:34]=1 |f:2.3|. Procedure: 4-(Trifluoromethyl)benzoic acid (0.416 g, 2.187 mmol), (Z)—N-hydroxy-2-(2-oxo-3,3-diphenylpyrrolidin-1-yl)acetimidamide (0.451 g, 1.458 mmol) and N1-((ethylimino)methylene)-N3,N3-dimethylpropane-1,3-diamine hydrochloride (0.559 g, 2.92 mmol) in dichloroethane were stirred together at room temperature for 3 hours. The reaction was then heated to 85° C. and stirred at this temperature for 16 hours. The reaction was cooled, poured in ethyl acetate/1 N HCl (1:1, 200 mL) and the layers separated. The... The reactants are OCC(CO)(CBr)CBr, CC(C)=O, O, Cc1ccc(S(=O)(=O)O)cc1, c1ccccc1. Yields the product CC1(C)OCC(CBr)(CBr)CO1. RXN SMILES: [Br:1][CH2:2][C:3]([CH2:4][OH:5])([CH2:6][OH:7])[CH2:8][Br:9].[CH3:10][C:11]([CH3:12])=[O:13].[OH2:25].[c:14]1([CH3:15])[cH:16][cH:17][c:18]([S:19]([OH:20])(=[O:21])=[O:22])[cH:23][cH:24]1.[cH:26]1[cH:27][cH:28][cH:29][cH:30][cH:31]1>>[Br:1][CH2:2][C:3]1([CH2:8][Br:9])[CH2:4][O:5][C:11]([CH3:10])([CH3:12])[O:7][CH2:6]1. Reactants: C1CCOC1, CCOc1ccc(-c2ccc[se]2)c(F)c1F, [Li]CCCC, O=CN1CCOCC1, ClCCl, Cl. The product is CCOc1ccc(-c2ccc(C=O)[se]2)c(F)c1F. As a reaction SMILES: [CH2:30]1[O:31][CH2:32][CH2:33][CH2:34]1.[CH2:6]([CH3:7])[O:8][c:9]1[c:10]([F:21])[c:11]([F:20])[c:12](-[c:15]2[se:16][cH:17][cH:18][cH:19]2)[cH:13][cH:14]1.[CH3:1][CH2:2][CH2:3][CH2:4][Li:5].[CH:22](=[O:23])[N:24]1[CH2:25][CH2:26][O:27][CH2:28][CH2:29]1.[Cl:35][CH2:36][Cl:37].[ClH:38]>>[CH2:6]([CH3:7])[O:8][c:9]1[c:10]([F:21])[c:11]([F:20])[c:12](-[c:15]2[se:16][c:17]([CH:22]=[O:23])[cH:18][cH:19]2)[cH:13][cH:14]1. Reactants: OS(=O)(=O)O (H2SO4), OS(=O)(=O)O (H2SO4), BrC1=CC=C2C(CCOC2=C1)=O (7-bromochroman-4-one), [Al+3].[Cl-].[Cl-].[Cl-] (AlCl3), [Si](C)(C)(C)C#N (TMSCN). The solvent is CC(=O)O (AcOH), O (H2O), C1(=CC=CC=C1)C (toluene). Run at temperature 40 celsius, time 1.5 hour. The product is BrC1=CC=C2C(=CCOC2=C1)C(=O)N (7-bromo-2H-chromene-4-carboxamide). The yield is 45.0%. As a reaction SMILES: [Br:1][C:2]1[CH:11]=[C:10]2[C:5]([C:6](=O)[CH2:7][CH2:8][O:9]2)=[CH:4][CH:3]=1.[Al+3].[Cl-].[Cl-].[Cl-].[Si]([C:21]#[N:22])(C)(C)C.[OH:23]S(O)(=O)=O>C1(C)C=CC=CC=1.O.CC(O)=O>[Br:1][C:2]1[CH:11]=[C:10]2[C:5]([C:6]([C:21]([NH2:22])=[O:23])=[CH:7][CH2:8][O:9]2)=[CH:4][CH:3]=1 |f:1.2.3.4|. Procedure details: To a solution of 7-bromochroman-4-one (2.0 g, 8.8 mmol) and AlCl3 (118 mg, 0.9 mmol) in toluene (10 mL) was added TMSCN (1.3 mL, 9.7 mmol). The solution was stirred at 40° C. for 1.5 h. The reaction was cooled to rt, and H2SO4 (1.0 mL) was added, followed by AcOH (13 mL) and more H2SO4 (4.3 mL). The reaction was heated to 130° C. and stirred for 6 h. The reaction was cooled, poured over H2O (100 mL) and filtered. The filter cake dissolved in THF (50 mL) and filtered. The combined organic solutio...